From a dataset of the Open Reaction Database (ORD), a public repository of structured organic reaction records. describe an organic reaction: reactants, conditions, products, and yield Reactants: C(C)OC(C)N1N=CC(=C1)B1OC(C(O1)(C)C)(C)C (1-(1-ethoxyethyl)-4-(4,4,5,5-tetramethyl-1,3,2-dioxaborolan-2-yl)-1H-pyrazole), [Na] (sodium), BrC1=C(C(=CC(=C1C1=CC(=CC=C1)F)C(C)=O)Cl)C (1-(6-bromo-4-chloro-3′-fluoro-5-methylbiphenyl-2-yl)ethanone). Reagents/catalysts: C=1C=CC(=CC1)[P](C=2C=CC=CC2)(C=3C=CC=CC3)[Pd]([P](C=4C=CC=CC4)(C=5C=CC=CC5)C=6C=CC=CC6)([P](C=7C=CC=CC7)(C=8C=CC=CC8)C=9C=CC=CC9)[P](C=1C=CC=CC1)(C=1C=CC=CC1)C=1C=CC=CC1 (tetrakis(triphenylphosphine)palladium(0)). Solvent: O (water), C1(=CC=CC=C1)C (toluene). Conditions: temperature 80 celsius. Product: ClC1=CC(=C(C(=C1C)C=1C=NN(C1)C(C)OCC)C1=CC(=CC=C1)F)C(C)=O (1-{4-Chloro-6-[1-(1-ethoxyethyl)-1H-pyrazol-4-yl]-3′-fluoro-5-methylbiphenyl-2-yl}ethanone). Yield: 31.8%. As a reaction SMILES: [Na].Br[C:3]1[C:8]([C:9]2[CH:14]=[CH:13][CH:12]=[C:11]([F:15])[CH:10]=2)=[C:7]([C:16](=[O:18])[CH3:17])[CH:6]=[C:5]([Cl:19])[C:4]=1[CH3:20].[CH2:21]([O:23][CH:24]([N:26]1[CH:30]=[C:29](B2OC(C)(C)C(C)(C)O2)[CH:28]=[N:27]1)[CH3:25])[CH3:22]>O.C1(C)C=CC=CC=1.C1C=CC([P]([Pd]([P](C2C=CC=CC=2)(C2C=CC=CC=2)C2C=CC=CC=2)([P](C2C=CC=CC=2)(C2C=CC=CC=2)C2C=CC=CC=2)[P](C2C=CC=CC=2)(C2C=CC=CC=2)C2C=CC=CC=2)(C2C=CC=CC=2)C2C=CC=CC=2)=CC=1>[Cl:19][C:5]1[C:4]([CH3:20])=[C:3]([C:29]2[CH:28]=[N:27][N:26]([CH:24]([O:23][CH2:21][CH3:22])[CH3:25])[CH:30]=2)[C:8]([C:9]2[CH:14]=[CH:13][CH:12]=[C:11]([F:15])[CH:10]=2)=[C:7]([C:16](=[O:18])[CH3:17])[CH:6]=1 |^1:0,51,53,72,91|. Reported procedure: To a solution of sodium hydrogenecarbonate (0.049 g, 0.58 mmol) in water (1 mL) was added a solution of 1-(6-bromo-4-chloro-3′-fluoro-5-methylbiphenyl-2-yl)ethanone (0.10 g, 0.29 mmol) in toluene (1 mL) followed by 1-(1-ethoxyethyl)-4-(4,4,5,5-tetramethyl-1,3,2-dioxaborolan-2-yl)-1H-pyrazole (0.093 g, 0.35 mmol) and tetrakis(triphenylphosphine)palladium(0) (0.017 g, 0.015 mmol). The resulting mixture was bubbled with N2 for 5 min and then heated at 80° C. over a weekend. The organic layer was co...